From a dataset of the Open Reaction Database (ORD), a public repository of structured organic reaction records. describe an organic reaction: reactants, conditions, products, and yield Starting materials: CCOC(=O)C(=O)c1cn(Cc2ccccc2)c2ccc(-c3cc(C(F)(F)F)cc(C(F)(F)F)c3)cc12, C1CCOC1, [K+], [OH-], O. Yields the product O=C(O)C(=O)c1cn(Cc2ccccc2)c2ccc(-c3cc(C(F)(F)F)cc(C(F)(F)F)c3)cc12. Reaction SMILES: [CH2:1]([c:2]1[cH:3][cH:4][cH:5][cH:6][cH:7]1)[n:8]1[cH:9][c:10]([C:31]([C:32](=[O:33])[O:34][CH2:35][CH3:36])=[O:37])[c:11]2[cH:12][c:13](-[c:17]3[cH:18][c:19]([C:27]([F:28])([F:29])[F:30])[cH:20][c:21]([C:23]([F:24])([F:25])[F:26])[cH:22]3)[cH:14][cH:15][c:16]12.[CH2:40]1[O:41][CH2:42][CH2:43][CH2:44]1.[K+:39].[OH-:38].[OH2:45]>>[CH2:1]([c:2]1[cH:3][cH:4][cH:5][cH:6][cH:7]1)[n:8]1[cH:9][c:10]([C:31]([C:32](=[O:33])[OH:34])=[O:37])[c:11]2[cH:12][c:13](-[c:17]3[cH:18][c:19]([C:27]([F:28])([F:29])[F:30])[cH:20][c:21]([C:23]([F:24])([F:25])[F:26])[cH:22]3)[cH:14][cH:15][c:16]12.